This data is from the Open Reaction Database (ORD), a public repository of structured organic reaction records. The task is: describe an organic reaction: reactants, conditions, products, and yield Reactants: C(C1=CC=CC=C1)OC=1C(=[N+](C(=C(N1)COC1OCCCC1)OC)[O-])CC(C)C (3-benzyloxy-2-isobutyl-6-methoxy-5-(2-tetrahydropyranyloxymethyl)pyrazine 1-oxide), CO (methanol). Reagents/catalysts: Cl (hydrochloric acid). Run in C(C)OCC (diethyl ether). Conditions: time 30 minute. Yields the product C(C1=CC=CC=C1)OC=1C(=[N+](C(=C(N1)CO)OC)[O-])CC(C)C (3-benzyloxy-5-hydroxymethyl-2-isobutyl-6-methoxypyrazine 1-oxide). Isolated yield 99.6%. Reaction SMILES: [CH2:1]([O:8][C:9]1[C:10]([CH2:26][CH:27]([CH3:29])[CH3:28])=[N+:11]([O-:25])[C:12]([O:23][CH3:24])=[C:13]([CH2:15][O:16]C2CCCCO2)[N:14]=1)[C:2]1[CH:7]=[CH:6][CH:5]=[CH:4][CH:3]=1.CO>Cl.C(OCC)C>[CH2:1]([O:8][C:9]1[C:10]([CH2:26][CH:27]([CH3:29])[CH3:28])=[N+:11]([O-:25])[C:12]([O:23][CH3:24])=[C:13]([CH2:15][OH:16])[N:14]=1)[C:2]1[CH:3]=[CH:4][CH:5]=[CH:6][CH:7]=1. Procedure details: There was stirred, for 30 minutes at room temperature, a mixture of 80 mg of 3-benzyloxy-2-isobutyl-6-methoxy-5-(2-tetrahydropyranyloxymethyl)pyrazine 1-oxide, 1 ml of methanol and one drop of concentrated hydrochloric acid. The reaction mixture was mixed with diethyl ether, then the mixture was washed with an aqueous solution saturated over sodium hydrogen carbonate, and dried over magnesium sulfate. The solvent was removed by evaporation. The residue was purified by a silica gel thin layer chr...